This data is from the Open Reaction Database (ORD), a public repository of structured organic reaction records. The task is: describe an organic reaction: reactants, conditions, products, and yield Starting materials: Brc1ccc2cc[nH]c2c1, CN(C)C=O, [H-], CI, [Na+]. Yields the product Cn1ccc2ccc(Br)cc21. RXN SMILES: [Br:1][c:2]1[cH:3][cH:4][c:5]2[cH:6][cH:7][nH:8][c:9]2[cH:10]1.[CH3:15][N:16]([CH3:17])[CH:18]=[O:19].[H-:13].[I:11][CH3:12].[Na+:14]>>[Br:1][c:2]1[cH:3][cH:4][c:5]2[cH:6][cH:7][n:8]([CH3:12])[c:9]2[cH:10]1.